This data is from the Open Reaction Database (ORD), a public repository of structured organic reaction records. The task is: describe an organic reaction: reactants, conditions, products, and yield Starting materials: NCCCn1ccnc1, O=C(O)CCn1cnc2c(=O)[nH]cnc21. Product: O=C(CCn1cnc2c(=O)[nH]cnc21)NCCCn1ccnc1. Reaction SMILES: [NH2:16][CH2:17][CH2:18][CH2:19][n:20]1[cH:21][n:22][cH:23][cH:24]1.[O:1]=[c:2]1[c:3]2[n:4][cH:5][n:6]([CH2:11][CH2:12][C:13](=[O:14])[OH:15])[c:7]2[n:8][cH:9][nH:10]1>>[O:1]=[c:2]1[c:3]2[n:4][cH:5][n:6]([CH2:11][CH2:12][C:13](=[O:15])[NH:16][CH2:17][CH2:18][CH2:19][n:20]3[cH:21][n:22][cH:23][cH:24]3)[c:7]2[n:8][cH:9][nH:10]1. The reactants are O=S(=O)(O)Cl, Clc1nc(-c2ccccc2)c(-c2ccccc2)o1, ClCCl. Yields the product O=c1[nH]c(-c2ccccc2)c(-c2ccccc2)o1. Reaction SMILES: [Cl:19][S:20](=[O:21])([OH:22])=[O:23].[Cl:1][c:2]1[o:3][c:4](-[c:13]2[cH:14][cH:15][cH:16][cH:17][cH:18]2)[c:5](-[c:7]2[cH:8][cH:9][cH:10][cH:11][cH:12]2)[n:6]1.[Cl:24][CH2:25][Cl:26]>>[c:2]1(=[O:21])[o:3][c:4](-[c:13]2[cH:14][cH:15][cH:16][cH:17][cH:18]2)[c:5](-[c:7]2[cH:8][cH:9][cH:10][cH:11][cH:12]2)[nH:6]1. Reactants: C(C1=CC=CC=C1)OC=1C=C(C=CC1)NC(C1=C(C=CC=C1)NC(C1=CC=C(C=C1)C(C)(C)C)=O)=O (N-(3-benzyloxyphenyl)-2-[(4-tert-butylbenzoyl)amino]benzamide), [H][H] (hydrogen). The reagents and catalysts are [Pd] (palladium-on-carbon). Run in O1CCCC1 (tetrahydrofuran). Run at time 12 hour. The product is C(C)(C)(C)C1=CC=C(C(=O)NC2=C(C(=O)NC3=CC(=CC=C3)O)C=CC=C2)C=C1 (2-[(4-tert-Butylbenzoyl)amino]-N-(3-hydroxyphenyl)benzamide). Yield: 88.0%. Reaction SMILES: C([O:8][C:9]1[CH:10]=[C:11]([NH:15][C:16](=[O:36])[C:17]2[CH:22]=[CH:21][CH:20]=[CH:19][C:18]=2[NH:23][C:24](=[O:35])[C:25]2[CH:30]=[CH:29][C:28]([C:31]([CH3:34])([CH3:33])[CH3:32])=[CH:27][CH:26]=2)[CH:12]=[CH:13][CH:14]=1)C1C=CC=CC=1.[H][H]>O1CCCC1.[Pd]>[C:31]([C:28]1[CH:29]=[CH:30][C:25]([C:24]([NH:23][C:18]2[CH:19]=[CH:20][CH:21]=[CH:22][C:17]=2[C:16]([NH:15][C:11]2[CH:12]=[CH:13][CH:14]=[C:9]([OH:8])[CH:10]=2)=[O:36])=[O:35])=[CH:26][CH:27]=1)([CH3:34])([CH3:32])[CH3:33]. Procedure: To a stirred solution of N-(3-benzyloxyphenyl)-2-[(4-tert-butylbenzoyl)amino]benzamide (0.58 g, 1.2 mmol) in tetrahydrofuran (50 mL) was added 10% palladium-on-carbon (0.29 g). The vessel was placed under vacuum and the atmosphere was replaced with hydrogen (1 atm). After 12 h, the balloon was removed and the mixture was filtered through diatomaceous earth and concentrated in vacuo. The residue was dissolved in ethyl acetate and washed with saturated aqueous sodium chloride solution, dried (magn... Starting materials: C1(C=CCC1)=O (cyclopentenone), ClC(C(OC(C)(C)C)=N)(Cl)Cl (t-butyl 2,2,2-trichloroacetimidate). Solvent: ClCCl (dichloromethane), ClCCl (dichloromethane). Yields the product C(C)(C)(C)C1C=CC(C1)=O.CCOCC (4-t-butylcyclopentenone ether), C(C)(C)(C)C1CC=CC1=O.CCOCC (5-t-butylcyclopentenone ether), C(C)(C)(C)C1C=CC(C1C(C)(C)C)=O.CCOCC (4,5-di-t-butylcyclopentenone ether). RXN SMILES: [C:1]1(=[O:6])[CH2:5][CH2:4][CH:3]=[CH:2]1.Cl[C:8](Cl)(Cl)[C:9](=N)[O:10][C:11]([CH3:14])([CH3:13])[CH3:12]>ClCCl>[C:11]([CH:4]1[CH2:5][C:1](=[O:6])[CH:2]=[CH:3]1)([CH3:14])([CH3:13])[CH3:12].[CH3:8][CH2:9][O:10][CH2:11][CH3:12].[C:11]([CH:5]1[C:1](=[O:6])[CH:2]=[CH:3][CH2:4]1)([CH3:14])([CH3:13])[CH3:12].[CH3:8][CH2:9][O:10][CH2:11][CH3:12].[C:11]([CH:4]1[CH:5]([C:11]([CH3:12])([CH3:13])[CH3:14])[C:1](=[O:6])[CH:2]=[CH:3]1)([CH3:14])([CH3:13])[CH3:12].[CH3:8][CH2:9][O:10][CH2:11][CH3:12] |f:3.4,5.6,7.8|. Procedure details: 44 mg of cyclopentenone and 287 mg of t-butyl 2,2,2-trichloroacetimidate (Aldrich, 36,478-9) was dissolved in 2.5 ml of dichloromethane under argon flow. 1 ml of 28 μl/ml boron trifluoride diethyl ether complex solution in dichloromethane was slowly added thereto while stirring. After stirring for 8 hours at room temperature, the mixture was concentrated under reduced pressure. The concentrate was subjected to silica gel thin-layer chromatography to purify 4-t-butylcyclopentenone ether, 5-t-buty...